This data is from the Open Reaction Database (ORD), a public repository of structured organic reaction records. The task is: describe an organic reaction: reactants, conditions, products, and yield Reactants: C1(=CC=CC=C1)S(=O)(=O)Cl (benzenesulfonyl chloride), C([O-])(O)=O.[Na+] (sodium bicarbonate), 1H-imdazol-1-propanamine, N1(C=NC=C1)CCCCN (1H-imidazol-1-butanamine). The solvent is ClCCl (dichloromethane). Product: N1(C=NC=C1)CCCCNS(=O)(=O)C1=CC=CC=C1 (N-[4-(1H-Imidazol-1-yl)butyl]benzenesulfonamide). RXN SMILES: [C:1]1([S:7](Cl)(=[O:9])=[O:8])[CH:6]=[CH:5][CH:4]=[CH:3][CH:2]=1.[N:11]1([CH2:16][CH2:17][CH2:18][CH2:19][NH2:20])[CH:15]=[CH:14][N:13]=[CH:12]1.C(=O)(O)[O-].[Na+]>ClCCl>[N:11]1([CH2:16][CH2:17][CH2:18][CH2:19][NH:20][S:7]([C:1]2[CH:6]=[CH:5][CH:4]=[CH:3][CH:2]=2)(=[O:9])=[O:8])[CH:15]=[CH:14][N:13]=[CH:12]1 |f:2.3|. Procedure details: Following the general procedure of Example 8 and reacting the appropriate benzenesulfonyl chloride with 1H-imdazol-1-propanamine or 1H-imidazol-1-butanamine in the presence of saturated sodium bicarbonate in dichloromethane for 16-48 hours, then crystallizing the respective products with ether and, if necessary, recrystallization from ethyl acetate or ethanol/dichloromethane gave the compounds of Examples 9-12 found in Table III below and gives the compounds of Examples 13-15 in Table III. Run at temperature 55 celsius, time 24 hour. The reactants are N#CC1=CC=CC(SC)=C1. Yield: 82.0%. Reported procedure: dtbpy: A mixture of ortho- and meta-borylated products (112 mg, 82% yield, ortho/meta + para = <0.01); meta-Isomer 5s was obtained by further purification of the crude mixture by GPC (67 mg, 60% yield), white solid (mp. 75-77 oC); Product: N#CC=1C=C(SC)C=C(C1)B2OC(C)(C)C(O2)(C)C. The reagents and catalysts are O1B(OC(C)(C)C1(C)C)B2OC(C)(C)C(O2)(C)C, N=1C=CC(=CC1C=2N=CC=C(C2)C)C, C[OH2+].C[OH2+].C1CC=CCCC=C1.C1CC=CCCC=C1.[Ir].[Ir]. Run in C=1C=C(C=CC1C)C. Reactants: OC1=CC=C(C(=O)SC2=C(C(=C(C(=C2F)F)F)F)F)C=C1 (S-(Pentafluorophenyl) 4-(hydroxy)thiobenzoate), C(=S)(Cl)Cl (thiophosgene), [OH-].[Na+] (sodium hydroxide), [Cl-].[Ca+2].[Cl-] (calcium chloride). Run in C(Cl)(Cl)Cl (chloroform), O (water). Conditions: time 10 minute. Product: ClC(=S)OC1=CC=C(C(=O)SC2=C(C(=C(C(=C2F)F)F)F)F)C=C1 (S-(Pentafluorophenyl) 4-(chlorothiocarbonyloxy)thiobenzoate). Reaction SMILES: [OH:1][C:2]1[CH:21]=[CH:20][C:5]([C:6]([S:8][C:9]2[C:14]([F:15])=[C:13]([F:16])[C:12]([F:17])=[C:11]([F:18])[C:10]=2[F:19])=[O:7])=[CH:4][CH:3]=1.[C:22](Cl)([Cl:24])=[S:23].[OH-].[Na+].[Cl-].[Ca+2].[Cl-]>C(Cl)(Cl)Cl.O>[Cl:24][C:22]([O:1][C:2]1[CH:21]=[CH:20][C:5]([C:6]([S:8][C:9]2[C:14]([F:15])=[C:13]([F:16])[C:12]([F:17])=[C:11]([F:18])[C:10]=2[F:19])=[O:7])=[CH:4][CH:3]=1)=[S:23] |f:2.3,4.5.6|. Procedure details: S-(Pentafluorophenyl) 4-(hydroxy)thiobenzoate (6.82 g) in dry chloroform (120 ml) was treated with thiophosgene (2.4 ml). This solution was treated with sodium hydroxide (0.85 g) in water (3 ml) with vigorous stirring for 10 minutes. Stirring was continued for 2 hours, when the solution was treated with calcium chloride and stirred for a further hour. Filtration and evaporation of the filtrate gave the title compound (7.6 g) as a homogeneous oil.